Dataset: the Open Reaction Database (ORD), a public repository of structured organic reaction records. Task: describe an organic reaction: reactants, conditions, products, and yield Reactants: OC1=CC=C(C=C1)N1C(OC(C1)CO)=O (3-[(4-hydroxy)phenyl]-5-hydroxymethyl-2-oxazolidinone), C(=O)([O-])[O-].[K+].[K+] (K2CO3), S(=O)(=O)(C1=CC=C(C)C=C1)OCCC(C)O (3-hydroxy-1-butanol tosylate). Solvent: CC(=O)CC (methylethylketone). Yields the product OC(CCOC1=CC=C(C=C1)N1C(OC(C1)CO)=O)C (3-[4-(3-hydroxybutoxy)phenyl]-5-hydroxymethyl-2-oxazolidinone). The yield is 52.0%. Reaction SMILES: [OH:1][C:2]1[CH:7]=[CH:6][C:5]([N:8]2[CH2:12][CH:11]([CH2:13][OH:14])[O:10][C:9]2=[O:15])=[CH:4][CH:3]=1.C([O-])([O-])=O.[K+].[K+].S(O[CH2:33][CH2:34][CH:35]([OH:37])[CH3:36])(C1C=CC(C)=CC=1)(=O)=O>CC(CC)=O>[OH:37][CH:35]([CH3:36])[CH2:34][CH2:33][O:1][C:2]1[CH:3]=[CH:4][C:5]([N:8]2[CH2:12][CH:11]([CH2:13][OH:14])[O:10][C:9]2=[O:15])=[CH:6][CH:7]=1 |f:1.2.3|. Procedure details: To a solution of 7.8 g of 3-[(4-hydroxy)phenyl]-5-hydroxymethyl-2-oxazolidinone (MD 760172) in 75 ml of methylethylketone, are added 10.2 g (0.074 mol) of K2CO3, 0.1 g of KI and 10.84 g (0.044 mol) of 3-hydroxy-1-butanol tosylate, the mixture is heated under reflux for 12 hours. After filtration, the reaction medium is concentrated and the product is obtained after chromatography (silica, eluent: CH2Cl2 : 92; CH3OH: 8) with a 52% yield, Reactants: compound 8, C1=CC(=CC=C1[N+](=O)[O-])O (p-nitrophenol), 1-chloromethyl- chloroformate, [I-].[Na+] (sodium iodide), [I-] (iodide), C(=O)(OC(C)(C)C)N[C@@H](C)C(=O)O (Boc-alanine), N[C@@H](CC1=CNC2=CC=CC=C12)C(=O)O (trytophan), CN1CCOCC1 (N-methyl morpholine). Solvent: C(O)(=O)OC1(CC=C(C=C1)[N+](=O)[O-])CCl (1-chloromethyl p-nitrophenol carbonate). The product is C(O)(=O)OC1(CC=C(C=C1)[N+](=O)[O-])CI (1-iodomethyl p-nitrophenol carbonate). RXN SMILES: [C:1](N[C@H](C(O)=O)C)([O:3][C:4]([CH3:7])([CH3:6])[CH3:5])=[O:2].N[C@H](C(O)=[O:27])CC1C2C(=CC=CC=2)NC=1.[CH:29]1[C:34]([N+:35]([O-:37])=[O:36])=[CH:33]C=C(O)C=1.CN1CCOCC1.[I-:46].[I-].[Na+]>C(OC1(CCl)C=CC([N+]([O-])=O)=CC1)(=O)O>[C:1]([O:3][C:4]1([CH2:5][I:46])[CH:6]=[CH:29][C:34]([N+:35]([O-:37])=[O:36])=[CH:33][CH2:7]1)(=[O:2])[OH:27] |f:5.6|. Reported procedure: Scheme 5 shows the synthesis of compound 8, in which the promoiety is inserted in between Boc-alanine and a trytophan residue. This is achieved by first reacting 1-chloromethyl- chloroformate 2 with p-nitrophenol in the presence of N-methyl morpholine to yield 3. Substitution of chloride in 1-chloromethyl p-nitrophenol carbonate 3 with iodide is accomplished by reacting 3 with sodium iodide to give 1-iodomethyl p-nitrophenol carbonate (4) in quantitative yield. This iodo compound 4 is reacted wi... Reactants: ON=C(N)C=1C=CC=2N(C1)C=CN2 (N′-hydroxyimidazo[1,2-a]pyridine-6-carboximidamide), ClC1=NC=C(C(=O)Cl)C=C1 (6-chloronicotinoyl chloride), N (NH3). The product is ClC1=CC=C(C=N1)C1=NC(=NO1)C=1C=CC=2N(C1)C=CN2 (5-(6-chloropyridin-3-yl)-3-(imidazo[1,2-a]pyridin-6-yl)-1,2,4-oxadiazole). RXN SMILES: [OH:1][N:2]=[C:3]([C:5]1[CH:6]=[CH:7][C:8]2[N:9]([CH:11]=[CH:12][N:13]=2)[CH:10]=1)[NH2:4].[Cl:14][C:15]1[CH:23]=[CH:22][C:18]([C:19](Cl)=O)=[CH:17][N:16]=1.N>>[Cl:14][C:15]1[N:16]=[CH:17][C:18]([C:19]2[O:1][N:2]=[C:3]([C:5]3[CH:6]=[CH:7][C:8]4[N:9]([CH:11]=[CH:12][N:13]=4)[CH:10]=3)[N:4]=2)=[CH:22][CH:23]=1. Reported procedure: The title compound was prepared according to Method D using N′-hydroxyimidazo[1,2-a]pyridine-6-carboximidamide (Bionet) and 6-chloronicotinoyl chloride (Aldrich). 1H NMR (300 MHz, DMSO-d6) δ 7.70 (d, J=1.2 Hz, 1 H), 7.74-7.84 (m, 2 H), 7.87 (d, J=8.3 Hz, 1 H), 8.20 (s, 1 H), 8.59 (dd, J=8.5, 2.6 Hz, 1 H), 9.20 (dd, J=2.4, 0.8 Hz, 1 H), 9.47 (t, J=1.4 Hz, 1 H) ppm; MS (DCI/NH3) m/z 298 (M+H)+, 300 (M+H)+. Reactants: CC(CC(=O)O)(C)C1=CC=CC=C1 (3-methyl-3- phenylbutanoic acid), [N+](=O)(O)[O-] (HNO3). Run in OS(=O)(=O)O (H2SO4), OS(=O)(=O)O (H2SO4). Reaction conditions: temperature 0 celsius, time 30 minute. The product is CC(CC(=O)O)(C)C1=CC=C(C=C1)[N+](=O)[O-] (3-Methyl-3-(4-nitrophenyl)butanoic acid). Yield: 47.0%. Reaction SMILES: [CH3:1][C:2]([C:8]1[CH:13]=[CH:12][CH:11]=[CH:10][CH:9]=1)([CH3:7])[CH2:3][C:4]([OH:6])=[O:5].[N+:14]([O-])([OH:16])=[O:15]>OS(O)(=O)=O>[CH3:7][C:2]([C:8]1[CH:9]=[CH:10][C:11]([N+:14]([O-:16])=[O:15])=[CH:12][CH:13]=1)([CH3:1])[CH2:3][C:4]([OH:6])=[O:5]. Procedure: To cooled (0° C) concentrated H2SO4 (18.5 mL), was added 3-methyl-3- phenylbutanoic acid (10 g, 56 mmol). Next, a cooled solution of HNO3 (3 mL) in H2SO4 (6.2 mL) was added dropwise and the reaction mixture was stirred at 0° C. for 30 min and then at room temperature for 30 min more. The mixture was poured into ice and the resulting solution was allowed to stand in the refrigerator overnight. The precipitate was filtered, washed with H2 0 and dried, to afford a crude product (14.5 g). This was p... Reactants: Cc1nc(C(N)=O)sc1-c1ccncc1, Cc1ccc(S(=O)(=O)Cl)cc1, c1ccncc1. Product: Cc1nc(C#N)sc1-c1ccncc1. As a reaction SMILES: [CH3:12][c:13]1[n:14][c:15]([C:24](=[O:25])[NH2:26])[s:16][c:17]1-[c:18]1[cH:19][cH:20][n:21][cH:22][cH:23]1.[c:1]1([CH3:2])[cH:3][cH:4][c:5]([S:6]([Cl:7])(=[O:8])=[O:9])[cH:10][cH:11]1.[cH:27]1[cH:28][cH:29][n:30][cH:31][cH:32]1>>[CH3:12][c:13]1[n:14][c:15]([C:24]#[N:26])[s:16][c:17]1-[c:18]1[cH:19][cH:20][n:21][cH:22][cH:23]1. Reactants: FC1=CC=C(C=C1)C1=NOC(C1)CCCC=O (4-[3-(4-Fluorophenyl)-4,5-dihydroisoxazol-5-yl]butanal), C1(=CC=CC=C1)C(N1CCNCC1)C1=CC=CC=C1 (1-(diphenylmethyl)piperazine), [BH-](OC(=O)C)(OC(=O)C)OC(=O)C.[Na+] (NaBH(OAc)3). Solvent: C(Cl)Cl (methylene chloride). Yields the product C(C1=CC=CC=C1)(C1=CC=CC=C1)N1CCN(CC1)CCCCC1CC(=NO1)C1=CC=C(C=C1)F (1-Benzhydryl-4-{4-[3-(4-fluorophenyl)-4,5-dihydroisoxazol-5-yl]butyl}piperazine). Yield: 65.2%. RXN SMILES: [F:1][C:2]1[CH:7]=[CH:6][C:5]([C:8]2[CH2:12][CH:11]([CH2:13][CH2:14][CH2:15][CH:16]=O)[O:10][N:9]=2)=[CH:4][CH:3]=1.[C:18]1([CH:24]([C:31]2[CH:36]=[CH:35][CH:34]=[CH:33][CH:32]=2)[N:25]2[CH2:30][CH2:29][NH:28][CH2:27][CH2:26]2)[CH:23]=[CH:22][CH:21]=[CH:20][CH:19]=1.[BH-](OC(C)=O)(OC(C)=O)OC(C)=O.[Na+]>C(Cl)Cl>[CH:24]([N:25]1[CH2:30][CH2:29][N:28]([CH2:16][CH2:15][CH2:14][CH2:13][CH:11]2[O:10][N:9]=[C:8]([C:5]3[CH:6]=[CH:7][C:2]([F:1])=[CH:3][CH:4]=3)[CH2:12]2)[CH2:27][CH2:26]1)([C:31]1[CH:36]=[CH:35][CH:34]=[CH:33][CH:32]=1)[C:18]1[CH:23]=[CH:22][CH:21]=[CH:20][CH:19]=1 |f:2.3|. Procedure details: 4-[3-(4-Fluorophenyl)-4,5-dihydroisoxazol-5-yl]butanal (27.0 mg, 0.114 mmol), 1-(diphenylmethyl)piperazine (26.3 mg, 0.104 mmol), molecular sieve (5 beads) and NaBH(OAc)3 (66.3 mg, 0.313 mmol) were reacted in 3 mL of methylene chloride for about 12 hr. With the following processes the same as in Example 1, 32.0 mg (65.1%) of the target compound was obtained.